Dataset: the Open Reaction Database (ORD), a public repository of structured organic reaction records. Task: describe an organic reaction: reactants, conditions, products, and yield Reactants: C(C#C)N (propargylamine), C(C1=CC=CC=C1)OC(=O)Cl (benzylchloroformate), C(C1=CC=CC=C1)OC(=O)Cl (benzylchloroformate). Solvent: CCOC(=O)C (EtOAc), N1=CC=CC=C1 (pyridine). Yields the product C(C1=CC=CC=C1)OC(NCC#C)=O (Prop-2-ynyl-carbamic Acid Benzyl Ester). The yield is 32.9%. Reaction SMILES: [CH2:1]([NH2:4])[C:2]#[CH:3].[CH2:5]([O:12][C:13](Cl)=[O:14])[C:6]1[CH:11]=[CH:10][CH:9]=[CH:8][CH:7]=1>N1C=CC=CC=1.CCOC(C)=O>[CH2:5]([O:12][C:13](=[O:14])[NH:4][CH2:1][C:2]#[CH:3])[C:6]1[CH:11]=[CH:10][CH:9]=[CH:8][CH:7]=1. Reported procedure: To a solution of propargylamine (6.4 g, 71.2 mmol) in pyridine (100 mL) was added benzylchloroformate (13.37 g, 78.2 mmol) in 100 mL CH2Cl2over 0.5 h. The reaction benzylchloroformate (13.37 g, 78.2 mmol) in 100 mL CH2Cl2over0.5 h. The reaction dissolved in EtOAc and the organic solution was washed with water (2×). The organic solution was washed with dilute aqueous HCl followed by saturated NaHCO3. The organic solution was dried over MgSO4, filtered, and concentrated in vacuo to provide the tit... Reactants: ClCCCl, CN1CCC(C(C)(C)c2ccc(N)cc2)CC1, CCN(C(C)C)C(C)C, ClCCl, O=C(O)c1ccccc1[N+](=O)[O-], On1nnc2ccccc21. Product: CN1CCC(C(C)(C)c2ccc(NC(=O)c3ccccc3[N+](=O)[O-])cc2)CC1. Reaction SMILES: [CH2:52]([Cl:53])[CH2:54][Cl:55].[CH3:13][C:14]([CH3:15])([CH:16]1[CH2:17][CH2:18][N:19]([CH3:22])[CH2:20][CH2:21]1)[c:23]1[cH:24][cH:25][c:26]([NH2:29])[cH:27][cH:28]1.[CH:30]([N:31]([CH2:32][CH3:33])[CH:34]([CH3:35])[CH3:36])([CH3:37])[CH3:38].[Cl:49][CH2:50][Cl:51].[OH:1][C:2](=[O:3])[c:4]1[cH:5][cH:6][cH:7][cH:8][c:9]1[N+:10]([O-:11])=[O:12].[OH:39][n:40]1[c:41]2[c:42]([cH:43][cH:44][cH:45][cH:46]2)[n:47][n:48]1>>[C:2](=[O:3])([c:4]1[cH:5][cH:6][cH:7][cH:8][c:9]1[N+:10]([O-:11])=[O:12])[NH:29][c:26]1[cH:25][cH:24][c:23]([C:14]([CH3:13])([CH3:15])[CH:16]2[CH2:17][CH2:18][N:19]([CH3:22])[CH2:20][CH2:21]2)[cH:28][cH:27]1. Starting materials: C(C1=CC=CC=C1)[C@H]1CN(CCO1)C[C@@H](C(F)(F)F)OC(NC1=CC=C(C=C1)Cl)=O ((4-chloro-phenyl)-carbamic acid (S)-1-((S)-2-benzyl-morpholin-4-ylmethyl)-2,2,2-trifluoro-ethyl ester), Cl (HCl), CCCCCC (Hexane). The solvent is CCOCC (ether), CCOCC (ether). Product: Cl.C(C1=CC=CC=C1)[C@H]1CN(CCO1)C[C@@H](C(F)(F)F)OC(NC1=CC=C(C=C1)Cl)=O ((4-chloro-phenyl)-carbamic acid (S)-1-((S)-2-benzyl-morpholin-4-ylmethyl)-2,2,2-trifluoro-ethyl ester hydrochloride). The yield is 24.0%. As a reaction SMILES: [CH2:1]([C@@H:8]1[O:13][CH2:12][CH2:11][N:10]([CH2:14][C@H:15]([O:20][C:21](=[O:30])[NH:22][C:23]2[CH:28]=[CH:27][C:26]([Cl:29])=[CH:25][CH:24]=2)[C:16]([F:19])([F:18])[F:17])[CH2:9]1)[C:2]1[CH:7]=[CH:6][CH:5]=[CH:4][CH:3]=1.Cl.CCCCCC>CCOCC>[ClH:29].[CH2:1]([C@@H:8]1[O:13][CH2:12][CH2:11][N:10]([CH2:14][C@H:15]([O:20][C:21](=[O:30])[NH:22][C:23]2[CH:24]=[CH:25][C:26]([Cl:29])=[CH:27][CH:28]=2)[C:16]([F:17])([F:18])[F:19])[CH2:9]1)[C:2]1[CH:3]=[CH:4][CH:5]=[CH:6][CH:7]=1 |f:4.5|. Reported procedure: The crude reaction mixture was concentrated in vacuo, dissolved in dichloromethane and methanol and silica was added. The suspension was concentrated in vacuo. The resulting residue was dry-loaded onto a 40 g column. Flash chromatography (90/10 hexanes/ethyl acetate) afforded the late-running spot, assigned as (4-chloro-phenyl)-carbamic acid (S)-1-((S)-2-benzyl-morpholin-4-ylmethyl)-2,2,2-trifluoro-ethyl ester, as a white foam. The resulting white foam was dissolved in ether and 0.5 mL of 1 M HC... Starting materials: BrCCCOC1=CC=C(CNC2=NC(=NC(=C2)OCC(F)(F)F)NC2=CC=C(C(=O)NCC(CNC(OC(C)(C)C)=O)(C)C)C=C2)C=C1 (tert-butyl (3-(4-((4-((4-(3-bromopropoxy)benzyl)amino)-6-(2,2,2-trifluoroethoxy)pyrimidin-2-yl)amino)benzamido)-2,2-dimethylpropyl)carbamate), solution, C(=O)(C(F)(F)F)O.C(Cl)Cl (TFA DCM). Yields the product C(=O)(C(F)(F)F)O (TFA), NCC(CNC(C1=CC=C(C=C1)NC1=NC(=CC(=N1)NCC1=CC=C(C=C1)OCCCBr)OCC(F)(F)F)=O)(C)C (N-(3-amino-2,2-dimethylpropyl)-4-((4-((4-(3-bromopropoxy)benzyl)amino)-6-(2,2,2-trifluoroethoxy)pyrimidin-2-yl)amino)benzamide). Isolated yield 84.0%. As a reaction SMILES: [Br:1][CH2:2][CH2:3][CH2:4][O:5][C:6]1[CH:48]=[CH:47][C:9]([CH2:10][NH:11][C:12]2[CH:17]=[C:16]([O:18][CH2:19][C:20]([F:23])([F:22])[F:21])[N:15]=[C:14]([NH:24][C:25]3[CH:46]=[CH:45][C:28]([C:29]([NH:31][CH2:32][C:33]([CH3:44])([CH3:43])[CH2:34][NH:35]C(=O)OC(C)(C)C)=[O:30])=[CH:27][CH:26]=3)[N:13]=2)=[CH:8][CH:7]=1.[C:49]([OH:55])([C:51]([F:54])([F:53])[F:52])=[O:50].C(Cl)Cl>>[C:49]([OH:55])([C:51]([F:54])([F:53])[F:52])=[O:50].[NH2:35][CH2:34][C:33]([CH3:44])([CH3:43])[CH2:32][NH:31][C:29](=[O:30])[C:28]1[CH:45]=[CH:46][C:25]([NH:24][C:14]2[N:13]=[C:12]([NH:11][CH2:10][C:9]3[CH:47]=[CH:48][C:6]([O:5][CH2:4][CH2:3][CH2:2][Br:1])=[CH:7][CH:8]=3)[CH:17]=[C:16]([O:18][CH2:19][C:20]([F:23])([F:21])[F:22])[N:15]=2)=[CH:26][CH:27]=1 |f:1.2|. Procedure details: tert-butyl (3-(4-((4-((4-(3-bromopropoxy)benzyl)amino)-6-(2,2,2-trifluoroethoxy)pyrimidin-2-yl)amino)benzamido)-2,2-dimethylpropyl)carbamate (35 mg, 0.047 mmol) was stirred in TFA/DCM (1:1) solution (2 mL) for 1 h. The solution was concentrated and free TFA to give N-(3-amino-2,2-dimethylpropyl)-4-((4-((4-(3-bromopropoxy)benzyl)amino)-6-(2,2,2-trifluoroethoxy)pyrimidin-2-yl)amino)benzamide (31 mg, 84%) which was carried to the next step without purification.